Task: describe an organic reaction: reactants, conditions, products, and yield. Dataset: the Open Reaction Database (ORD), a public repository of structured organic reaction records The reactants are NC=1C=CC(=C(C1)[C@]1(N=C(OCC1(F)F)N)C)F ((R)-4-(5-amino-2-fluoro-phenyl)-5,5-difluoro-4-methyl-5,6-dihydro-4H-[1,3]oxazin-2-ylamine), ClC1=C(NN=C1C1CC1)C(=O)O (4-chloro-5-cyclopropyl-2H-pyrazole-3-carboxylic acid). Yields the product NC=1OCC([C@@](N1)(C)C=1C=C(C=CC1F)NC(=O)C=1NN=C(C1Cl)C1CC1)(F)F (4-Chloro-5-cyclopropyl-2H-pyrazole-3-carboxylic acid [3-((R)-2-amino-5,5-difluoro-4-methyl-5,6-dihydro-4H-[1,3]oxazin-4-yl)-4-fluoro-phenyl]-amide). RXN SMILES: [NH2:1][C:2]1[CH:3]=[CH:4][C:5]([F:18])=[C:6]([C@:8]2([CH3:17])[C:13]([F:15])([F:14])[CH2:12][O:11][C:10]([NH2:16])=[N:9]2)[CH:7]=1.[Cl:19][C:20]1[C:24]([CH:25]2[CH2:27][CH2:26]2)=[N:23][NH:22][C:21]=1[C:28](O)=[O:29]>>[NH2:16][C:10]1[O:11][CH2:12][C:13]([F:14])([F:15])[C@:8]([C:6]2[CH:7]=[C:2]([NH:1][C:28]([C:21]3[NH:22][N:23]=[C:24]([CH:25]4[CH2:26][CH2:27]4)[C:20]=3[Cl:19])=[O:29])[CH:3]=[CH:4][C:5]=2[F:18])([CH3:17])[N:9]=1. Reported procedure: The condensation of (R)-4-(5-amino-2-fluoro-phenyl)-5,5-difluoro-4-methyl-5,6-dihydro-4H-[1,3]oxazin-2-ylamine (intermediate XI-1) and 4-chloro-5-cyclopropyl-2H-pyrazole-3-carboxylic acid following procedure I yielded the title compound as a white foam. MS (ISP): m/z=428.3 [M+H]+. The reactants are solution, [H-].C(C(C)C)[Al+]CC(C)C (diisobutylaluminum hydride), Cl (HCl), C(C)OC(=O)C1OC2=C(CC1)C=CC(=C2)OCC2=CC=CC=C2 (racemic-3,4-dihydro-7-(phenylmethoxy)-2H-1-benzopyran-2-carboxylic acid ethyl ester), C(=O)=O.CC(=O)C (dry-ice acetone). Solvent: C1(=CC=CC=C1)C (toluene), CO (methanol), C1(=CC=CC=C1)C (toluene). The product is C1(=CC=CC=C1)COC1=CC2=C(CCC(O2)C=O)C=C1 (racemic-3,4-dihydro-7-(phenylmethoxy)-2H-1-benzopyran-2-carboxaldehyde). Yield: 94.9%. RXN SMILES: C([O:3][C:4]([CH:6]1[CH2:11][CH2:10][C:9]2[CH:12]=[CH:13][C:14]([O:16][CH2:17][C:18]3[CH:23]=[CH:22][CH:21]=[CH:20][CH:19]=3)=[CH:15][C:8]=2[O:7]1)=O)C.C(=O)=O.CC(C)=O.[H-].C([Al+]CC(C)C)C(C)C.Cl>C1(C)C=CC=CC=1.CO>[C:18]1([CH2:17][O:16][C:14]2[CH:13]=[CH:12][C:9]3[CH2:10][CH2:11][CH:6]([CH:4]=[O:3])[O:7][C:8]=3[CH:15]=2)[CH:19]=[CH:20][CH:21]=[CH:22][CH:23]=1 |f:1.2,3.4|. Procedure: The ether ester product from example 82 (6.9 g, 22 mmoles) was dissolved in 70 ml of toluene and the solution was cooled to -78° C. (dry-ice-acetone bath). With stirring, 15.6 ml of a 25% solution of diisobutylaluminum hydride in toluene was added dropwise. The reaction mixture was stirred at -78° C. for 2 hours whereupon 2.5 ml of methanol was cautiously added followed by 2N HCl and ice. The mixture was extracted with ethyl acetate and the organic extracts were combined, washed with saturated b... The reactants are COC1=CC=C(C=C1)C1=C2C(=C(N(C2=CC=C1)C)C1=CC=CC=C1)C (4-(4-methoxy-phenyl)-1,3-dimethyl-2-phenyl-1H-indole), B(Br)(Br)Br (BBr3), solution. Solvent: C(Cl)Cl (CH2Cl2). The product is CN1C(=C(C2=C(C=CC=C12)C1=CC=C(C=C1)O)C)C1=CC=CC=C1 (4-(1,3-Dimethyl-2-phenyl-1H-indol-4-yl)-phenol), product. Isolated yield 63.9%. RXN SMILES: C[O:2][C:3]1[CH:8]=[CH:7][C:6]([C:9]2[CH:17]=[CH:16][CH:15]=[C:14]3[C:10]=2[C:11]([CH3:25])=[C:12]([C:19]2[CH:24]=[CH:23][CH:22]=[CH:21][CH:20]=2)[N:13]3[CH3:18])=[CH:5][CH:4]=1.B(Br)(Br)Br>C(Cl)Cl>[CH3:18][N:13]1[C:14]2[C:10](=[C:9]([C:6]3[CH:7]=[CH:8][C:3]([OH:2])=[CH:4][CH:5]=3)[CH:17]=[CH:16][CH:15]=2)[C:11]([CH3:25])=[C:12]1[C:19]1[CH:24]=[CH:23][CH:22]=[CH:21][CH:20]=1. Procedure details: The desired product was prepared using a procedure similar to step 4 of example 3. Thus, 4-(4-methoxy-phenyl)-1,3-dimethyl-2-phenyl-1H-indole (1.227 g, 3.747 mmol) was reacted with BBr3 (4.5 ml of a 1M solution in CH2Cl2) to give the product (0.751 g, 2.396 mmol, 64%) as a white solid, mp 132-134° C. 1H NMR (DMSO-d6) δ 1.71 (s, 3H), 3.57 (s, 3H), 6.78-6.83 (m, 3H), 7.15-7.19 (m, 3H), 7.40-7.46 (m, 4H), 7.52 (t, J=7.2 Hz, 2H), 9.39 (s, 1H); IR (solid) 3480, 3430, 2920, 1605, 1520, 1480, 1450, 131... Reactants: COc1cc(C(C)=O)ccc1OCCCCBr, CCCCCC, Cl, Fc1ccc2c(C3CCNCC3)noc2c1, [K+], [K+], O=C([O-])[O-], O. Yields the product COc1cc(C(C)=O)ccc1OCCCCN1CCC(c2noc3cc(F)ccc23)CC1. Reaction SMILES: [Br:24][CH2:25][CH2:26][CH2:27][CH2:28][O:29][c:30]1[c:31]([O:39][CH3:40])[cH:32][c:33]([C:36]([CH3:37])=[O:38])[cH:34][cH:35]1.[CH3:42][CH2:43][CH2:44][CH2:45][CH2:46][CH3:47].[ClH:1].[F:2][c:3]1[cH:4][c:5]2[c:6]([c:7]([CH:10]3[CH2:11][CH2:12][NH:13][CH2:14][CH2:15]3)[n:8][o:9]2)[cH:16][cH:17]1.[K+:18].[K+:19].[O-:20][C:21]([O-:22])=[O:23].[OH2:41]>>[F:2][c:3]1[cH:4][c:5]2[c:6]([c:7]([CH:10]3[CH2:11][CH2:12][N:13]([CH2:25][CH2:26][CH2:27][CH2:28][O:29][c:30]4[c:31]([O:39][CH3:40])[cH:32][c:33]([C:36]([CH3:37])=[O:38])[cH:34][cH:35]4)[CH2:14][CH2:15]3)[n:8][o:9]2)[cH:16][cH:17]1. Reactants: C(C)OC(C(CC(C)C)C=1C=C(C=C(C1)N1C(CCCC1)CC1=C(C=CC=C1)C)C1=CC=C(C=C1)C(F)(F)F)=O (4-methyl-2-{5-[2-(2-methyl-benzyl)-piperidin-1-yl]-4′-trifluoromethyl-biphenyl-3-yl}-pentanoic acid ethyl ester), [OH-].[Na+] (NaOH). Solvent: CO (MeOH). Run at temperature 60 celsius. The product is CC(CC(C(=O)O)C=1C=C(C=C(C1)N1C(CCCC1)CC1=C(C=CC=C1)C)C1=CC=C(C=C1)C(F)(F)F)C (4-methyl-2-{5-[2-(2-methyl-benzyl)-piperidin-1-yl]-4′-trifluoromethyl-biphenyl-3-yl}-pentanoic acid). RXN SMILES: C([O:3][C:4](=[O:40])[CH:5]([C:10]1[CH:11]=[C:12]([C:30]2[CH:35]=[CH:34][C:33]([C:36]([F:39])([F:38])[F:37])=[CH:32][CH:31]=2)[CH:13]=[C:14]([N:16]2[CH2:21][CH2:20][CH2:19][CH2:18][CH:17]2[CH2:22][C:23]2[CH:28]=[CH:27][CH:26]=[CH:25][C:24]=2[CH3:29])[CH:15]=1)[CH2:6][CH:7]([CH3:9])[CH3:8])C.[OH-].[Na+]>CO>[CH3:8][CH:7]([CH3:9])[CH2:6][CH:5]([C:10]1[CH:11]=[C:12]([C:30]2[CH:31]=[CH:32][C:33]([C:36]([F:39])([F:37])[F:38])=[CH:34][CH:35]=2)[CH:13]=[C:14]([N:16]2[CH2:21][CH2:20][CH2:19][CH2:18][CH:17]2[CH2:22][C:23]2[CH:28]=[CH:27][CH:26]=[CH:25][C:24]=2[CH3:29])[CH:15]=1)[C:4]([OH:40])=[O:3] |f:1.2|. Procedure details: To a solution of 4-methyl-2-{5-[2-(2-methyl-benzyl)-piperidin-1-yl]-4′-trifluoromethyl-biphenyl-3-yl}-pentanoic acid ethyl ester (12 mg, 0.02 mmol) in MeOH (1 mL) was added 3N NaOH (0.200 mL) and heated to 60° C. for 14 h. The reaction was concentrated in vacuo to remove MeOH. The thick liquid was acidified to pH=2 by 2N HCl. The resulting acidic solution was extracted with EtOAc. The organic fraction was dried (MgSO4) and concentrated in vacuo. The crude mixture was purified by Gilson reverse p... The reactants are ClC1=CC2=C(C(=CCN=C2C2=C(C=CC=C2)F)C#CCN2C(C=3C(C2=O)=CC=CC3)=O)C=C1 (8-chloro-5-(1-phthalimido-2-propyn-3-yl)-1-(2-fluorophenyl)-3H-2-benzazepine), CN (methylamine), ice water. The solvent is C(C)O (ethanol). Reaction conditions: time 1 hour. The product is Cl.Cl.ClC1=CC2=C(C(=CCN=C2C2=C(C=CC=C2)F)C#CCN)C=C1 (8-Chloro-5-(1-amino-2-propyn-3-yl)-1-(2-fluorophenyl)-3H-2-benzazepine dihydrochloride). RXN SMILES: [Cl:1][C:2]1[CH:33]=[CH:32][C:5]2[C:6]([C:18]#[C:19][CH2:20][N:21]3C(=O)C4=CC=CC=C4C3=O)=[CH:7][CH2:8][N:9]=[C:10]([C:11]3[CH:16]=[CH:15][CH:14]=[CH:13][C:12]=3[F:17])[C:4]=2[CH:3]=1.CN>C(O)C>[ClH:1].[ClH:1].[Cl:1][C:2]1[CH:33]=[CH:32][C:5]2[C:6]([C:18]#[C:19][CH2:20][NH2:21])=[CH:7][CH2:8][N:9]=[C:10]([C:11]3[CH:16]=[CH:15][CH:14]=[CH:13][C:12]=3[F:17])[C:4]=2[CH:3]=1 |f:3.4.5|. Procedure: A mixture of 1.3 g (2.9 mmoles) of 8-chloro-5-(1-phthalimido-2-propyn-3-yl)-1-(2-fluorophenyl)-3H-2-benzazepine, 50 ml of ethanol and 10 ml of 40% aqueous methylamine was stirred at room temperature for 1 hr. The mixture was poured into ice water and extracted with ether. The ether solution was dried over anhydrous sodium sulfate and concentrated at reduced pressure to dryness. The residue was dissolved in an excess of ethanolic hydrogen chloride and the resulting salt precipitated by the additi... Starting materials: Cc1nc(N)sc1C, Cc1ccccc1C, N=C(c1cc(F)cc(C(F)(F)F)c1)c1ccc(Cl)cn1, Cl. Product: Cc1nc(N=C(c2cc(F)cc(C(F)(F)F)c2)c2ccc(Cl)cn2)sc1C. Reaction SMILES: [CH3:21][c:22]1[n:23][c:24]([NH2:28])[s:25][c:26]1[CH3:27].[CH3:30][c:31]1[c:32]([CH3:33])[cH:34][cH:35][cH:36][cH:37]1.[Cl:1][c:2]1[cH:3][cH:4][c:5]([C:8](=[NH:9])[c:10]2[cH:11][c:12]([F:20])[cH:13][c:14]([C:16]([F:17])([F:18])[F:19])[cH:15]2)[n:6][cH:7]1.[ClH:29]>>[Cl:1][c:2]1[cH:3][cH:4][c:5]([C:8](=[N:9][c:24]2[n:23][c:22]([CH3:21])[c:26]([CH3:27])[s:25]2)[c:10]2[cH:11][c:12]([F:20])[cH:13][c:14]([C:16]([F:17])([F:18])[F:19])[cH:15]2)[n:6][cH:7]1. Starting materials: N[C@H](C(=O)NCCCCOC1=C(C(=O)OC)C(=CC=C1)O)CC1=CC=C(C=C1)C1CC(NS1(=O)=O)=O (methyl 2-[4-({(2S)-2-amino-3-[4-(1,1-dioxido-3-oxoisothiazolidin-5-yl)phenyl]propanoyl}amino)butoxy]-6-hydroxybenzoate), C(C)(C)N(C(C)C)CC (N,N-diisopropylethylamine), COC([C@H](CC1=CC=CC=C1)N=C=O)=O ((S)-2-isocyanato-3-phenyl-propionic acid methyl ester). Solvent: CN(C=O)C (N,N-dimethylformamide). Reaction conditions: time 8 hour. Product: C(C1=CC=CC=C1)[C@H](NC(N[C@H](C(NCCCCOC1=C(C(=O)OC)C(=CC=C1)O)=O)CC1=CC=C(C=C1)C1CC(NS1(=O)=O)=O)=O)C(OC)=O (Methyl 2-({(7S,11S)-11-benzyl-7-[4-(1,1-dioxido-3-oxoisothiazolidin-5-yl)benzyl]-6,9,12-trioxo-13-oxa-5,8,10-triazatetradec-1-yl}oxy)-6-hydroxybenzoate). Isolated yield 17.5%. Reaction SMILES: [NH2:1][C@@H:2]([CH2:22][C:23]1[CH:28]=[CH:27][C:26]([CH:29]2[S:33](=[O:35])(=[O:34])[NH:32][C:31](=[O:36])[CH2:30]2)=[CH:25][CH:24]=1)[C:3]([NH:5][CH2:6][CH2:7][CH2:8][CH2:9][O:10][C:11]1[CH:20]=[CH:19][CH:18]=[C:17]([OH:21])[C:12]=1[C:13]([O:15][CH3:16])=[O:14])=[O:4].C(N(CC)C(C)C)(C)C.[CH3:46][O:47][C:48](=[O:60])[C@@H:49]([N:57]=[C:58]=[O:59])[CH2:50][C:51]1[CH:56]=[CH:55][CH:54]=[CH:53][CH:52]=1>CN(C)C=O>[CH2:50]([C@@H:49]([C:48](=[O:60])[O:47][CH3:46])[NH:57][C:58](=[O:59])[NH:1][C@@H:2]([CH2:22][C:23]1[CH:24]=[CH:25][C:26]([CH:29]2[S:33](=[O:35])(=[O:34])[NH:32][C:31](=[O:36])[CH2:30]2)=[CH:27][CH:28]=1)[C:3](=[O:4])[NH:5][CH2:6][CH2:7][CH2:8][CH2:9][O:10][C:11]1[CH:20]=[CH:19][CH:18]=[C:17]([OH:21])[C:12]=1[C:13]([O:15][CH3:16])=[O:14])[C:51]1[CH:56]=[CH:55][CH:54]=[CH:53][CH:52]=1. Reported procedure: To a solution of methyl 2-[4-({(2S)-2-amino-3-[4-(1,1-dioxido-3-oxoisothiazolidin-5-yl)phenyl]propanoyl}amino)butoxy]-6-hydroxybenzoate (8.0 mg, 0.015 mmol) in N,N-dimethylformamide (0.5 mL) was added N,N-diisopropylethylamine (0.008 mL, 0.045 mmol) and (S)-2-isocyanato-3-phenyl-propionic acid methyl ester (3.5 mg, 0.017 mmol) and stirred overnight at room temperature. The product was purified by preparative LCMS to afford the desired product (1.9 mg, 17%). LCMS found for C35H41N4O11S (M+H)+: m/...